Dataset: the Open Reaction Database (ORD), a public repository of structured organic reaction records. Task: describe an organic reaction: reactants, conditions, products, and yield Starting materials: Cl (hydrochloric acid), C(CCCCCCCCCCCCCCCCC)N(C1=C(C=CC=C1)[N+](=O)[O-])C (N-octadecylmethyl-o-nitroaniline), C(C)O (ethyl alcohol). Product: C(CCCCCCCCCCCCCCCCC)NC1=C(C=CC=C1)NC (N-octadecylmethyl-o-phenylene-diamine). Reaction SMILES: Cl.[CH2:2]([N:20](C)[C:21]1[CH:26]=[CH:25][CH:24]=[CH:23][C:22]=1[N+:27]([O-])=O)[CH2:3][CH2:4][CH2:5][CH2:6][CH2:7][CH2:8][CH2:9][CH2:10][CH2:11][CH2:12][CH2:13][CH2:14][CH2:15][CH2:16][CH2:17][CH2:18][CH3:19].[CH2:31](O)C>>[CH2:2]([NH:20][C:21]1[CH:26]=[CH:25][CH:24]=[CH:23][C:22]=1[NH:27][CH3:31])[CH2:3][CH2:4][CH2:5][CH2:6][CH2:7][CH2:8][CH2:9][CH2:10][CH2:11][CH2:12][CH2:13][CH2:14][CH2:15][CH2:16][CH2:17][CH2:18][CH3:19]. Procedure: Add 23.6 g (0.22 mol) N-methylaniline into 92 g (0.2 mol) 14% hexane solution of N-butyllithium and stir it for 10-20 minutes. Drop 33.3 g (0.1 mol) octadecylbromide into the above solution, while stirring it. Add 200 ml water into the solution, after heating and refluxing the solution for about 17 hours and cooling it down to room temperature. Add 6N hydrochloric acid to the solution after concentrating the solution extracted by 300 ml diethyl ether and deposit it. 32.3 g (0.09 mol) N, N-methyl...